This data is from the Open Reaction Database (ORD), a public repository of structured organic reaction records. The task is: describe an organic reaction: reactants, conditions, products, and yield The reactants are FC1=CC=C(C=C1)O (4-Fluorophenol), CC1(CCCCC1)O (1-methylcyclohexanol), S(O)(O)(=O)=O (sulfuric acid). The solvent is C(Cl)Cl (CH2Cl2). Conditions: time 50 hour. Yields the product FC1=CC(=C(C=C1)O)C1(CCCCC1)C (4-fluoro-2-(1-methylcyclohexyl)phenol). As a reaction SMILES: [F:1][C:2]1[CH:7]=[CH:6][C:5]([OH:8])=[CH:4][CH:3]=1.[CH3:9][C:10]1(O)[CH2:15][CH2:14][CH2:13][CH2:12][CH2:11]1.S(=O)(=O)(O)O>C(Cl)Cl>[F:1][C:2]1[CH:7]=[CH:6][C:5]([OH:8])=[C:4]([C:10]2([CH3:9])[CH2:15][CH2:14][CH2:13][CH2:12][CH2:11]2)[CH:3]=1. Reported procedure: 4-Fluorophenol (41.8 g, 373 mmol) and 1-methylcyclohexanol (63.8 g, 560 mmol) dissolved in 600 mL of dried CH2Cl2, were treated with concentrated sulfuric acid (98%, 22.3 mL, 418 mmol). The mixture was stirred at room temperature for 50 hours. The reaction mixture was then extracted by CH2Cl2 (250 mLx3). The organic layer was washed with saturated a.q NaHCO3., dried over MgSO4, and evaporated under vacuum. The residue was purified by column chromatography on silica gel to give 4-fluoro-2-(1-meth... Starting materials: C(C1=CC=CC=C1)OC([C@@H](N)CCCCNC(=O)OCC1=CC=CC=C1)=O (Nε -benzyloxycarbonyl-L-lysine benzyl ester), C(C1=CC=CC=C1)OC([C@@H](N)C)=O (L-alanine benzyl ester), Nα -(4-methoxycarbonyl-2-methylbutanoyl)-N68 -benzyloxycarbonyl-L-lysine benzyl ester, COC(=O)CCC(C(=O)N[C@@H](CCCCN)C(=O)O)C (Nα -(4-methoxycarbonyl-2-methylbutanoyl)-L-lysine), N[C@@H](CCCCN)C(=O)O (L-lysine). Product: C(=O)(O)CCC(C(=O)N[C@@H](CCCCN)C(=O)O)C (Nα -(4-carboxy-2-methylbutanoyl)-L-lysine). Reaction SMILES: C(OC(=O)[C@H](CCCCNC(OCC1C=CC=CC=1)=O)N)C1C=CC=CC=1.C(OC(=O)[C@H](C)N)C1C=CC=CC=1.C[O:42][C:43]([CH2:45][CH2:46][CH:47]([CH3:60])[C:48]([NH:50][C@H:51]([C:57]([OH:59])=[O:58])[CH2:52][CH2:53][CH2:54][CH2:55][NH2:56])=[O:49])=[O:44].N[C@H](C(O)=O)CCCCN>>[C:43]([CH2:45][CH2:46][CH:47]([CH3:60])[C:48]([NH:50][C@H:51]([C:57]([OH:59])=[O:58])[CH2:52][CH2:53][CH2:54][CH2:55][NH2:56])=[O:49])([OH:44])=[O:42]. Reported procedure: By substituting Nε -benzyloxycarbonyl-L-lysine benzyl ester for the L-alanine benzyl ester in the procedure of Example 23 and then treating the product by the procedures of Examples 24 and 26, Nα -(4-methoxycarbonyl-2-methylbutanoyl)-N68 -benzyloxycarbonyl-L-lysine benzyl ester, Nα -(4-methoxycarbonyl-2-methylbutanoyl)-L-lysine and Nα -(4-carboxy)-2-methylbutanoyl)-L-lysine are obtained. Starting materials: CCO, CC(O)COc1c([N+](=O)[O-])ccc(F)c1F. The product is CC(O)COc1c(N)ccc(F)c1F. As a reaction SMILES: [CH3:17][CH2:18][OH:19].[F:1][c:2]1[c:3]([O:12][CH2:13][CH:14]([CH3:15])[OH:16])[c:4]([N+:9]([O-:10])=[O:11])[cH:5][cH:6][c:7]1[F:8]>>[F:1][c:2]1[c:3]([O:12][CH2:13][CH:14]([CH3:15])[OH:16])[c:4]([NH2:9])[cH:5][cH:6][c:7]1[F:8].